This data is from the Open Reaction Database (ORD), a public repository of structured organic reaction records. The task is: describe an organic reaction: reactants, conditions, products, and yield The reactants are resultant mixture, FC1=CC=C(C(=O)C2=NC=CC=C2C)C=C1[N+](=O)[O-] (2-(4-fluoro-5-nitrobenzoyl)-3-methylpyridine). Reagents/catalysts: [Fe] (iron). The solvent is C(C)(=O)O (acetic acid). Product: CC=1C(=NC=CC1)C(=O)C1=CC(=C(C=C1)F)N (3-Amino-4-fluorophenyl 3-methyl-2-pyridyl ketone). Isolated yield 73.4%. RXN SMILES: [F:1][C:2]1[C:16]([N+:17]([O-])=O)=[CH:15][C:5]([C:6]([C:8]2[C:13]([CH3:14])=[CH:12][CH:11]=[CH:10][N:9]=2)=[O:7])=[CH:4][CH:3]=1>[Fe].C(O)(=O)C>[CH3:14][C:13]1[C:8]([C:6]([C:5]2[CH:4]=[CH:3][C:2]([F:1])=[C:16]([NH2:17])[CH:15]=2)=[O:7])=[N:9][CH:10]=[CH:11][CH:12]=1. Reported procedure: To a mixture of 2-(4-fluoro-5-nitrobenzoyl)-3-methylpyridine (7.13 g, 0.0258 mol) and glacial acetic acid at 70-80° C. is added iron powder (7.76 g, 0.130 mol) in three portions. The resultant mixture is stirred overnight at 70-80° C., cooled to room temperature and extracted three times with ethyl acetate. The combined organic layers are filtered through Celite, dried over anhydrous magnesium sulfate and concentrated in vacuo to afford the title compound as a tan solid (4.36 g, 69.8%) which is ... Starting materials: C(C1=CC=CC=C1)(=O)C1=CC=C(C(=O)O)C=C1 (4-Benzoylbenzoic acid), S(=O)(Cl)Cl (thionyl chloride), C1(=CC=CC=C1)C (toluene). Solvent: CN(C=O)C (Dimethylformamide). Yields the product C(C1=CC=CC=C1)(=O)C1=CC=C(C(=O)Cl)C=C1 (4-Benzoylbenzoyl Chloride). Isolated yield 91.0%. Reaction SMILES: [C:1]([C:9]1[CH:17]=[CH:16][C:12]([C:13](O)=[O:14])=[CH:11][CH:10]=1)(=[O:8])[C:2]1[CH:7]=[CH:6][CH:5]=[CH:4][CH:3]=1.S(Cl)([Cl:20])=O.C1(C)C=CC=CC=1>CN(C)C=O>[C:1]([C:9]1[CH:17]=[CH:16][C:12]([C:13]([Cl:20])=[O:14])=[CH:11][CH:10]=1)(=[O:8])[C:2]1[CH:7]=[CH:6][CH:5]=[CH:4][CH:3]=1. Reported procedure: 4-Benzoylbenzoic acid (BBA), 1.0 kg (4.42 moles), was added to a dry 5 liter Morton flask equipped with reflux condenser and overhead stirrer, followed by the addition of 645 ml (8.84 moles) of thionyl chloride and 725 ml of toluene. Dimethylformamide, 3.5 ml, was then added and the mixture was heated at reflux for 4 hours. After cooling, the solvents were removed under reduced pressure and the residual thionyl chloride was removed by three evaporations using 3×500 ml of toluene. The product was...